From a dataset of the Open Reaction Database (ORD), a public repository of structured organic reaction records. describe an organic reaction: reactants, conditions, products, and yield Reactants: CCOC(C)=O, CC(=O)OC(C)=O, O, O=C(O)C=Cc1ccc(O)c([N+](=O)[O-])c1, O=S(=O)(O)O. The product is CC(=O)Oc1ccc(C=CC(=O)O)cc1[N+](=O)[O-]. RXN SMILES: [CH3:22][CH2:23][O:24][C:25](=[O:26])[CH3:27].[CH3:28][C:29]([O:30][C:31](=[O:32])[CH3:33])=[O:34].[OH2:21].[OH:1][c:2]1[c:3]([N+:13](=[O:14])[O-:15])[cH:4][c:5]([CH:6]=[CH:7][C:8](=[O:9])[OH:10])[cH:11][cH:12]1.[S:16](=[O:17])(=[O:18])([OH:19])[OH:20]>>[O:1]([c:2]1[c:3]([N+:13](=[O:14])[O-:15])[cH:4][c:5]([CH:6]=[CH:7][C:8](=[O:9])[OH:10])[cH:11][cH:12]1)[C:23]([CH3:22])=[O:24]. The reactants are NC1=C(C(=NO1)C1=C(C=CC=C1)OC(F)(F)F)C(=O)O (5-amino-3-(2-(trifluoromethoxy)phenyl)isoxazol-4-carboxylic acid), Cl.C(C)N=C=NCCCN(C)C (1-ethyl-3-(dimethylaminopropyl)carbodiimide hydrochloride), FC(C=1C=C(C=CC1)N1CCNCC1)(F)F (1-(3-(trifluoromethyl)phenyl)piperazine). The solvent is ClCCl (dichloromethane). Product: NC1=C(C(=NO1)C1=C(C=CC=C1)OC(F)(F)F)C(=O)N1CCN(CC1)C1=CC(=CC=C1)C(F)(F)F ((5-amino-3-(2-(trifluoromethoxy)phenyl)isoxazol-4-yl)(4-(3-(trifluoromethyl)phenyl)piperazine-1-yl)methanone). Isolated yield 69.0%. As a reaction SMILES: [NH2:1][C:2]1[O:6][N:5]=[C:4]([C:7]2[CH:12]=[CH:11][CH:10]=[CH:9][C:8]=2[O:13][C:14]([F:17])([F:16])[F:15])[C:3]=1[C:18]([OH:20])=O.Cl.C(N=C=NCCCN(C)C)C.[F:33][C:34]([F:48])([F:47])[C:35]1[CH:36]=[C:37]([N:41]2[CH2:46][CH2:45][NH:44][CH2:43][CH2:42]2)[CH:38]=[CH:39][CH:40]=1>ClCCl>[NH2:1][C:2]1[O:6][N:5]=[C:4]([C:7]2[CH:12]=[CH:11][CH:10]=[CH:9][C:8]=2[O:13][C:14]([F:15])([F:16])[F:17])[C:3]=1[C:18]([N:44]1[CH2:43][CH2:42][N:41]([C:37]2[CH:38]=[CH:39][CH:40]=[C:35]([C:34]([F:47])([F:48])[F:33])[CH:36]=2)[CH2:46][CH2:45]1)=[O:20] |f:1.2|. Procedure: In a similar manner as described in Example 1, by using dichloromethane (30 mL), 5-amino-3-(2-(trifluoromethoxy)phenyl)isoxazol-4-carboxylic acid (530 mg, 1.84 mmol), 1-ethyl-3-(dimethylaminopropyl)carbodiimide hydrochloride (388 mg, 2.02 mmol) and 1-(3-(trifluoromethyl)phenyl)piperazine (424 mg, 1.84 mmol), a white solid required compound (633 mg, 1.27 mmol, 69%) was obtained. The reactants are CS(=O)(=O)OCCn1c(SCc2noc(-c3cc(Cl)ccc3F)n2)nnc1-c1cccs1, CO, [H-], [Na+], CN(C)C=O. Product: Fc1ccc(Cl)cc1-c1nc(C2CCn3c(nnc3-c3cccs3)S2)no1. As a reaction SMILES: [CH3:1][S:2]([O:3][CH2:6][CH2:7][n:8]1[c:9]([S:18][CH2:19][c:20]2[n:21][o:22][c:23](-[c:25]3[c:26]([F:32])[cH:27][cH:28][c:29]([Cl:31])[cH:30]3)[n:24]2)[n:10][n:11][c:12]1-[c:13]1[s:14][cH:15][cH:16][cH:17]1)(=[O:4])=[O:5].[CH3:35][OH:36].[H-:33].[Na+:34].[O:37]=[CH:38][N:39]([CH3:40])[CH3:41]>>[CH2:6]1[CH2:7][n:8]2[c:9]([n:10][n:11][c:12]2-[c:13]2[s:14][cH:15][cH:16][cH:17]2)[S:18][CH:19]1[c:20]1[n:21][o:22][c:23](-[c:25]2[c:26]([F:32])[cH:27][cH:28][c:29]([Cl:31])[cH:30]2)[n:24]1. Reactants: C(C1=CC=CC=C1)N=[N+]=[N-] (Benzyl azide), C1(=CC=CC=C1)C(C#C)(O)C1=CC=CC=C1 (1,1-diphenyl-2-propyn-1-ol). Reagents/catalysts: C[C-]1C(=C(C(=C1C)C)C)C.C1=CC=C(C=C1)P(C2=CC=CC=C2)C3=CC=CC=C3.C1=CC=C(C=C1)P(C2=CC=CC=C2)C3=CC=CC=C3.Cl[Ru+] (Cp*RuCl(PPh3)2). Solvent: C1=CC=CC=C1 (benzene). Yields the product C(C1=CC=CC=C1)N1N=NC=C1C(O)(C1=CC=CC=C1)C1=CC=CC=C1 ((1-benzyl-1H-1,2,3-triazol-5-yl)diphenylmethanol). Reaction SMILES: [CH2:1]([N:8]=[N+:9]=[N-:10])[C:2]1[CH:7]=[CH:6][CH:5]=[CH:4][CH:3]=1.[C:11]1([C:17]([C:21]2[CH:26]=[CH:25][CH:24]=[CH:23][CH:22]=2)([OH:20])[C:18]#[CH:19])[CH:16]=[CH:15][CH:14]=[CH:13][CH:12]=1>C[C-]1C(C)=C(C)C(C)=C1C.C1C=CC(P(C2C=CC=CC=2)C2C=CC=CC=2)=CC=1.C1C=CC(P(C2C=CC=CC=2)C2C=CC=CC=2)=CC=1.Cl[Ru+].C1C=CC=CC=1>[CH2:1]([N:8]1[C:18]([C:17]([C:21]2[CH:26]=[CH:25][CH:24]=[CH:23][CH:22]=2)([C:11]2[CH:16]=[CH:15][CH:14]=[CH:13][CH:12]=2)[OH:20])=[CH:19][N:10]=[N:9]1)[C:2]1[CH:7]=[CH:6][CH:5]=[CH:4][CH:3]=1 |f:2.3.4.5|. Procedure details: Benzyl azide (0.200 g, 1.50 mmol), 1,1-diphenyl-2-propyn-1-ol (0.344 g, 1.65 mmol), Cp*RuCl(PPh3)2 (12 mg, 0.015 mmol). Solvent, benzene; reaction temperature, 80° C.; reaction time, 4 hours; yield, 0.39 g (75%). The reaction was performed under air. EI-MS: m/z 342 [M+1]. The reactants are C(C)(C)(C)OC(=O)N(CC(=O)OC)[C@H]1CCC2=C(C=CC=C12)C=1SC(=NN1)C1=CC(=C(C=C1)OC(C)C)C#N ((S)-methyl 2-((tert-butoxycarbonyl)(4-(5-(3-cyano-4-isopropoxyphenyl)-1,3,4-thiadiazol-2-yl)-2,3-dihydro-1H-inden-1-yl)amino)acetate), solution, [OH-].[Na+] (sodium hydroxide). The solvent is CO (MeOH). Reaction conditions: time 8 hour. Yields the product C(C)(C)(C)OC(=O)N(CC(=O)O)[C@H]1CCC2=C(C=CC=C12)C=1SC(=NN1)C1=CC(=C(C=C1)OC(C)C)C#N ((S)-2-((tert-butoxycarbonyl)(4-(5-(3-cyano-4-isopropoxyphenyl)-1,3,4-thiadiazol-2-yl)-2,3-dihydro-1H-inden-1yl)amino)acetic acid). Isolated yield 96.2%. As a reaction SMILES: [C:1]([O:5][C:6]([N:8]([C@@H:14]1[C:22]2[C:17](=[C:18]([C:23]3[S:24][C:25]([C:28]4[CH:33]=[CH:32][C:31]([O:34][CH:35]([CH3:37])[CH3:36])=[C:30]([C:38]#[N:39])[CH:29]=4)=[N:26][N:27]=3)[CH:19]=[CH:20][CH:21]=2)[CH2:16][CH2:15]1)[CH2:9][C:10]([O:12]C)=[O:11])=[O:7])([CH3:4])([CH3:3])[CH3:2].[OH-].[Na+]>CO>[C:1]([O:5][C:6]([N:8]([C@@H:14]1[C:22]2[C:17](=[C:18]([C:23]3[S:24][C:25]([C:28]4[CH:33]=[CH:32][C:31]([O:34][CH:35]([CH3:36])[CH3:37])=[C:30]([C:38]#[N:39])[CH:29]=4)=[N:26][N:27]=3)[CH:19]=[CH:20][CH:21]=2)[CH2:16][CH2:15]1)[CH2:9][C:10]([OH:12])=[O:11])=[O:7])([CH3:3])([CH3:2])[CH3:4] |f:1.2|. Procedure details: To a stirred solution of (S)-methyl 2-((tert-butoxycarbonyl)(4-(5-(3-cyano-4-isopropoxyphenyl)-1,3,4-thiadiazol-2-yl)-2,3-dihydro-1H-inden-1-yl)amino)acetate (120 mg, 0.21 mmol) in MeOH (2 mL) was added 6N solution of sodium hydroxide (180 μL) and the mixture was stirred at room temperature for overnight. The solvent was evaporated and the residue was dissolved in water (5 mL) and acidified with 1N HCl. The mixture was extracted with EA (3×5 mL) and the organic layers washed with brine, dried ov... Reported procedure: To a solution of methyl 2-(2,4-dichlorophenylamino)-4-trifluoromethyl-pyrimidine-5-carboxylate (0.358 g) in ethanol (8 ml) was added a solution of potassium hydroxide (190 mg) in ethanol (8 ml) and the solution stirred at reflux for 24 h. Ethanol was removed under reduced pressure and water (15 ml) added. The solution was washed with ether and concentrated hydrochloric acid was added to adjust the acidity to pH 1. The precipitated solid was filtered, washed with water and dried in vacuo at 50° C... Yields the product ClC1=C(C=CC(=C1)Cl)NC1=NC=C(C(=N1)C(F)(F)F)C(=O)O (2-(2,4-dichlorophenylamino)-4-trifluoromethyl-pyrimidine-5-carboxylic acid). Yield: 76.1%. Run in C(C)O (ethanol), C(C)O (ethanol). RXN SMILES: [Cl:1][C:2]1[CH:7]=[C:6]([Cl:8])[CH:5]=[CH:4][C:3]=1[NH:9][C:10]1[N:15]=[C:14]([C:16]([F:19])([F:18])[F:17])[C:13]([C:20]([O:22]C)=[O:21])=[CH:12][N:11]=1.[OH-].[K+]>C(O)C>[Cl:1][C:2]1[CH:7]=[C:6]([Cl:8])[CH:5]=[CH:4][C:3]=1[NH:9][C:10]1[N:15]=[C:14]([C:16]([F:17])([F:18])[F:19])[C:13]([C:20]([OH:22])=[O:21])=[CH:12][N:11]=1 |f:1.2|. Starting materials: ClC1=C(C=CC(=C1)Cl)NC1=NC=C(C(=N1)C(F)(F)F)C(=O)OC (methyl 2-(2,4-dichlorophenylamino)-4-trifluoromethyl-pyrimidine-5-carboxylate), [OH-].[K+] (potassium hydroxide). Starting materials: CCCC[N+](CCCC)(CCCC)CCCC, CCCc1ccc(C(=O)Nc2cc(O[Si](C)(C)C(C)(C)C)ccc2NC(=O)c2ccc(OC)cc2)cc1, [F-], C1CCOC1, O. Yields the product CCCc1ccc(C(=O)Nc2cc(O)ccc2NC(=O)c2ccc(OC)cc2)cc1. RXN SMILES: [CH2:39]([N+:40]([CH2:41][CH2:42][CH2:43][CH3:44])([CH2:45][CH2:46][CH2:47][CH3:48])[CH2:49][CH2:50][CH2:51][CH3:52])[CH2:53][CH2:54][CH3:55].[CH3:1][O:2][c:3]1[cH:4][cH:5][c:6]([C:7](=[O:8])[NH:9][c:10]2[c:11]([NH:24][C:25]([c:26]3[cH:27][cH:28][c:29]([CH2:32][CH2:33][CH3:34])[cH:30][cH:31]3)=[O:35])[cH:12][c:13]([O:16][Si:17]([C:18]([CH3:19])([CH3:20])[CH3:21])([CH3:22])[CH3:23])[cH:14][cH:15]2)[cH:36][cH:37]1.[F-:38].[O:56]1[CH2:57][CH2:58][CH2:59][CH2:60]1.[OH2:61]>>[CH3:1][O:2][c:3]1[cH:4][cH:5][c:6]([C:7](=[O:8])[NH:9][c:10]2[c:11]([NH:24][C:25]([c:26]3[cH:27][cH:28][c:29]([CH2:32][CH2:33][CH3:34])[cH:30][cH:31]3)=[O:35])[cH:12][c:13]([OH:16])[cH:14][cH:15]2)[cH:36][cH:37]1.